From a dataset of the Open Reaction Database (ORD), a public repository of structured organic reaction records. describe an organic reaction: reactants, conditions, products, and yield The reactants are NC1=C(C=NN1C1=C(C=C(C=C1Cl)Cl)Cl)C(=O)OC (methyl 5-amino-1-(2,4,6-trichlorophenyl)-pyrazole-4-carboxylate), CC(=CCO)C (3-methylbut-2-enol), C[O-].[Na+] (sodium methylate). Product: NC1=C(C=NN1C1=C(C=C(C=C1Cl)Cl)Cl)C(=O)OCC=C(C)C (3-methylbut-2-enyl 5-amino-1-(2,4,6-trichlorophenyl)-pyrazole-4-carboxylate). RXN SMILES: [NH2:1][C:2]1[N:6]([C:7]2[C:12]([Cl:13])=[CH:11][C:10]([Cl:14])=[CH:9][C:8]=2[Cl:15])[N:5]=[CH:4][C:3]=1[C:16]([O:18][CH3:19])=[O:17].[CH3:20][C:21]([CH3:25])=[CH:22]CO.C[O-].[Na+]>>[NH2:1][C:2]1[N:6]([C:7]2[C:12]([Cl:13])=[CH:11][C:10]([Cl:14])=[CH:9][C:8]=2[Cl:15])[N:5]=[CH:4][C:3]=1[C:16]([O:18][CH2:19][CH:20]=[C:21]([CH3:25])[CH3:22])=[O:17] |f:2.3|. Reported procedure: 12.0 parts by weight of methyl 5-amino-1-(2,4,6-trichlorophenyl)-pyrazole-4-carboxylate, 24.0 parts by weight of 3-methylbut-2-enol and 0.5 parts by weight of sodium methylate were refluxed for 2 hours (complete conversion), while dry nitrogen was passed over. The excess alcohol was removed under a reduced pressure of from 0.5 to 1.0 mbar/50° C., and the residue was dissolved in 100 ml of ether and precipitated with dry hydrogen chloride gas. The hydrochloride was filtered off with suction and s... The reactants are C(CCCCCCCCC)O (1-decanol), C(OC)(OC)=O (dimethyl carbonate), [Al] (aluminum), metal oxide, [Mg] (magnesium). Conditions: time 1.1 hour. Yields the product COCCCCCCCCCC (n-Decyl Methyl Ether). Reaction SMILES: [CH2:1]([OH:11])[CH2:2][CH2:3][CH2:4][CH2:5][CH2:6][CH2:7][CH2:8][CH2:9][CH3:10].[C:12](=O)(OC)OC.[Mg].[Al]>>[CH3:12][O:11][CH2:1][CH2:2][CH2:3][CH2:4][CH2:5][CH2:6][CH2:7][CH2:8][CH2:9][CH3:10]. Procedure details: A mixture of 1-decanol (1 mole) and dimethyl carbonate (3 mole) was passed through 11.5 grams of a magnesium:aluminum mixed metal oxide (3/16 inch pellets, Mg/Al 3:1) at a temperature of 250° C. and at a liquid feed rate of 0.34 milliliters/minute. After a period of 1.1 hour, a total of 36.5 grams of liquid was collected. Analysis was performed by capillary gas chromatography (FID) using a DB-1701 column. The results were (area %) as follows: The reactants are C1(=CC=CC2=CC=CC=C12)C=CCCC1=C(NC2=C(C=CC=C12)C1=C(C=CC=C1)C)C(=O)O (3-(4-(naphthalen-1-yl)but-3-enyl)-7-o-tolyl-1H-indole-2-carboxylic acid). Reagents/catalysts: [Pd] (Pd/C). Solvent: C(C)(=O)OCC.C(C)O (ethyl acetate ethanol). Yields the product CC1=C(C=CC=C1)C=1C=CC=C2C(=C(NC12)C(=O)O)CCCCC1=CC=CC2=CC=CC=C12 (7-(2-methylphenyl)-3-(4-(1-naphthyl)butyl)-1H-indole-2-carboxylic acid). Reaction SMILES: [C:1]1([CH:11]=[CH:12][CH2:13][CH2:14][C:15]2[C:23]3[C:18](=[C:19]([C:24]4[CH:29]=[CH:28][CH:27]=[CH:26][C:25]=4[CH3:30])[CH:20]=[CH:21][CH:22]=3)[NH:17][C:16]=2[C:31]([OH:33])=[O:32])[C:10]2[C:5](=[CH:6][CH:7]=[CH:8][CH:9]=2)[CH:4]=[CH:3][CH:2]=1>C(OCC)(=O)C.C(O)C.[Pd]>[CH3:30][C:25]1[CH:26]=[CH:27][CH:28]=[CH:29][C:24]=1[C:19]1[CH:20]=[CH:21][CH:22]=[C:23]2[C:18]=1[NH:17][C:16]([C:31]([OH:33])=[O:32])=[C:15]2[CH2:14][CH2:13][CH2:12][CH2:11][C:1]1[C:10]2[C:5](=[CH:6][CH:7]=[CH:8][CH:9]=2)[CH:4]=[CH:3][CH:2]=1 |f:1.2|. Procedure details: A mixture of EXAMPLE 111D and Pd/C (catalytic) in ethyl acetate/ethanol was stirred at room temperature under hydrogen (balloon) overnight. The mixture was filtered, washed with ethyl acetate/ethanol and concentrated. The concentrate was purified on reverse phase HPLC (Zorbax SB-C18, 20100% acetonitrile/water/0.1% TFA). 1H NMR (300 MHz, DMSO-d6) δ 12.82 (brs, 1H), 10.36 (s, 1H), 8.03 (m, 1H), 7.90 (m, 1H), 7.75 (d, 1H), 7.66 (d, 1H), 7.51 (m, 2H), 7.31 (m, 6H), 7.12 (t, 1H), 7.03 (m, 1H), 3.17 (... The reactants are CCO, O=Cc1ccccc1, Cl, O=C1CN2CCC1CC2, [Na+], [OH-], O. Yields the product O=C1C(=Cc2ccccc2)N2CCC1CC2. Reaction SMILES: [CH3:22][CH2:23][OH:24].[CH:13](=[O:14])[c:15]1[cH:16][cH:17][cH:18][cH:19][cH:20]1.[ClH:1].[N:2]12[CH2:3][C:4](=[O:10])[CH:5]([CH2:6][CH2:7]1)[CH2:8][CH2:9]2.[Na+:12].[OH-:11].[OH2:21]>>[N:2]12[C:3](=[CH:13][c:15]3[cH:16][cH:17][cH:18][cH:19][cH:20]3)[C:4](=[O:10])[CH:5]([CH2:6][CH2:7]1)[CH2:8][CH2:9]2.